Dataset: the Open Reaction Database (ORD), a public repository of structured organic reaction records. Task: describe an organic reaction: reactants, conditions, products, and yield Reactants: Cl.C1(CCCCC1)NC1=NC(=NC(=C1C)C)NCC1=NC=CC=C1 (N4-cyclohexyl-5,6-dimethyl-N2-(pyridin-2-ylmethyl)pyrimidine-2,4-diamine hydrochloride), CN1C=NC(=C1)CN ([(1-methyl-1H-imidazol-4-yl)methyl]amine). Yields the product C1(CCCCC1)NC1=NC(=NC(=C1C)C)NCC=1N=CN(C1)C (N4-cyclohexyl-5,6-dimethyl-N2-[(1-methyl-1H-imidazol-4-yl)methyl]pyrimidine-2,4-diamine), hydrochloride salt. RXN SMILES: Cl.[CH:2]1([NH:8][C:9]2[C:14]([CH3:15])=[C:13]([CH3:16])[N:12]=[C:11]([NH:17][CH2:18][C:19]3[CH:24]=CC=[CH:21][N:20]=3)[N:10]=2)[CH2:7][CH2:6][CH2:5][CH2:4][CH2:3]1.[CH3:25][N:26]1C=C(CN)N=C1>>[CH:2]1([NH:8][C:9]2[C:14]([CH3:15])=[C:13]([CH3:16])[N:12]=[C:11]([NH:17][CH2:18][C:19]3[N:20]=[CH:21][N:26]([CH3:25])[CH:24]=3)[N:10]=2)[CH2:3][CH2:4][CH2:5][CH2:6][CH2:7]1 |f:0.1|. Procedure: The titled compound was synthesized according to the general procedure described for preparation of N4-cyclohexyl-5,6-dimethyl-N2-(pyridin-2-ylmethyl)pyrimidine-2,4-diamine (Example 1) using [(1-methyl-1H-imidazol-4-yl)methyl]amine instead of (pyridin-2-ylmethyl)amine. The product was purified by crystallization from ethanol (10 mL) to afford the titled compound as the hydrochloride salt as a white solid. 1H NMR (300 MHz, methanol-d4) δ ppm 1.25-1.38 (m, 5H), 1.70-1.85 (m, 5H), 1.97 (s, 3H), 2.3... The solvent is C(C)OCC (diethyl ether). Procedure details: Nine milliliters of diisopropylethylamine were added to 2.11 g of 4,5-(dimethylmethylenedioxy)-3-hydroxy-6-heptenenitrile, and 2 ml of methoxymethyl chloride was then added to the mixture gradually at 0° C. After stir-ring at 0° C. for 16 hours, the reaction mixture was diluted with 300 ml of diethyl ether, and washed with 1N hydrochloric acid, a saturated sodium hydrogen carbonate aqueous solution and a sodium chloride aqueous solution in sequence. The organic layer was dried over anhydrous mag... The product is CC1(OC(C(CC#N)OCOC)C(C=C)O1)C (4,5-(dimethylmethylenedioxy)-3-methoxymethoxy-6-heptenenitrile). Isolated yield 88.0%. The reactants are C(C)(C)N(CC)C(C)C (diisopropylethylamine), CC1(OC(C(CC#N)O)C(C=C)O1)C (4,5-(dimethylmethylenedioxy)-3-hydroxy-6-heptenenitrile), COCCl (methoxymethyl chloride). Reaction conditions: temperature 0 celsius, time 16 hour. RXN SMILES: C(N(C(C)C)CC)(C)C.[CH3:10][C:11]1([CH3:23])[O:22][CH:19]([CH:20]=[CH2:21])[CH:13]([CH:14]([OH:18])[CH2:15][C:16]#[N:17])[O:12]1.[CH3:24][O:25][CH2:26]Cl>C(OCC)C>[CH3:10][C:11]1([CH3:23])[O:22][CH:19]([CH:20]=[CH2:21])[CH:13]([CH:14]([O:18][CH2:24][O:25][CH3:26])[CH2:15][C:16]#[N:17])[O:12]1. The reactants are C=1(C(=CC=CC1)N)N (Benzene-1,2-diamine), COC(C(Cl)(Cl)Cl)=N (2,2,2-Trichloro-acetimidic acid methyl ester), C1(=CC=CC=C1)C (toluene). Yields the product ClC(C1=NC2=C(N1)C=CC=C2)(Cl)Cl (2-Trichloromethyl-1H-benzoimidazole). Run in C(C)(=O)O (acetic acid). Procedure: To a solution of 10 g Benzene-1,2-diamine in 250 mL acetic acid, 22.8 g 2,2,2-Trichloro-acetimidic acid methyl ester were added drop wise at RT. After 2 h 500 mL toluene were added and the solvents were removed under reduced pressure. The residue was codestilled additional two times with toluene. After drying under reduced pressure the product was pure enough for the next reaction step. Reaction SMILES: [C:1]1([NH2:8])[C:2]([NH2:7])=[CH:3][CH:4]=[CH:5][CH:6]=1.CO[C:11](=N)[C:12]([Cl:15])([Cl:14])[Cl:13].C1(C)C=CC=CC=1>C(O)(=O)C>[Cl:13][C:12]([Cl:15])([Cl:14])[C:11]1[NH:8][C:1]2[CH:6]=[CH:5][CH:4]=[CH:3][C:2]=2[N:7]=1. Reactants: CCC(C(=O)Nc1c(C)cccc1C)N1C(=O)c2ccccc2C1=O, CCO, NN, O. Yields the product CCC(N)C(=O)Nc1c(C)cccc1C. Reaction SMILES: [C:1]1(=[O:2])[N:5]([CH:6]([C:7](=[O:8])[NH:9][c:10]2[c:11]([CH3:17])[cH:12][cH:13][cH:14][c:15]2[CH3:16])[CH2:18][CH3:19])[C:3](=[O:4])[c:20]2[cH:21][cH:22][cH:23][cH:24][c:25]21.[CH3:29][CH2:30][OH:31].[NH2:27][NH2:28].[OH2:26]>>[NH2:5][CH:6]([C:7](=[O:8])[NH:9][c:10]1[c:11]([CH3:17])[cH:12][cH:13][cH:14][c:15]1[CH3:16])[CH2:18][CH3:19]. Starting materials: FC1=CC=C(N)C=C1 (4-fluoroaniline), Cl (hydrochloric acid), C(C1=CC=CC=C1)N1C(=NC=C(C1=O)C1=CC(=C(C=C1)OC)F)SC (3-benzyl-5-(3-fluoro-4-methoxyphenyl)-2-(methylthio)pyrimidin-4(3H)-one). Solvent: O1CCOCC1 (1,4-dioxane). Product: C(C1=CC=CC=C1)N1C(=NC=C(C1=O)C1=CC(=C(C=C1)OC)F)NC1=CC=C(C=C1)F (3-benzyl-5-(3-fluoro-4-methoxyphenyl)-2-(4-fluorophenylamino)pyrimidin-4(3H)-one). The yield is 71.0%. As a reaction SMILES: [CH2:1]([N:8]1[C:13](=[O:14])[C:12]([C:15]2[CH:20]=[CH:19][C:18]([O:21][CH3:22])=[C:17]([F:23])[CH:16]=2)=[CH:11][N:10]=[C:9]1SC)[C:2]1[CH:7]=[CH:6][CH:5]=[CH:4][CH:3]=1.[F:26][C:27]1[CH:33]=[CH:32][C:30]([NH2:31])=[CH:29][CH:28]=1.Cl>O1CCOCC1>[CH2:1]([N:8]1[C:13](=[O:14])[C:12]([C:15]2[CH:20]=[CH:19][C:18]([O:21][CH3:22])=[C:17]([F:23])[CH:16]=2)=[CH:11][N:10]=[C:9]1[NH:31][C:30]1[CH:32]=[CH:33][C:27]([F:26])=[CH:28][CH:29]=1)[C:2]1[CH:7]=[CH:6][CH:5]=[CH:4][CH:3]=1. Procedure details: 3-benzyl-5-(3-fluoro-4-methoxyphenyl)-2-(methylthio)pyrimidin-4(3H)-one (697.4 mg, 1.957 mmol) was dissolved in 1,4-dioxane (10 ml) and 4-fluoroaniline (1.50 ml, 15.6 mmol) and concentrated hydrochloric acid (0.040 ml, 1.1 mmol) were added. The flask was fitted with a reflux condenser and placed in a preheated oil bath (125 C) and stirred under nitrogen. After stirring for 70 hours, the reaction was cooled to room temperature and concentrated. It was then treated with Et2O, and filtered, and the... The reactants are O=C(O)C=CC(=O)O, C1CCNCC1, CC(C)OCCN(C(=O)CCl)c1ccc(C(=O)N2CCN(CCc3ccc(Cl)cc3)CC2)cc1. Yields the product CC(C)OCCN(C(=O)CN1CCCCC1)c1ccc(C(=O)N2CCN(CCc3ccc(Cl)cc3)CC2)cc1. Reaction SMILES: [C:1]([OH:2])(=[O:3])[CH:4]=[CH:5][C:6]([OH:7])=[O:8].[CH2:43]1[CH2:44][CH2:45][NH:46][CH2:47][CH2:48]1.[CH:9]([CH3:10])([CH3:11])[O:12][CH2:13][CH2:14][N:15]([C:16]([CH2:17][Cl:18])=[O:19])[c:20]1[cH:21][cH:22][c:23]([C:24](=[O:25])[N:26]2[CH2:27][CH2:28][N:29]([CH2:32][CH2:33][c:34]3[cH:35][cH:36][c:37]([Cl:40])[cH:38][cH:39]3)[CH2:30][CH2:31]2)[cH:41][cH:42]1>>[CH:9]([CH3:10])([CH3:11])[O:12][CH2:13][CH2:14][N:15]([C:16]([CH2:17][N:46]1[CH2:45][CH2:44][CH2:43][CH2:48][CH2:47]1)=[O:19])[c:20]1[cH:21][cH:22][c:23]([C:24](=[O:25])[N:26]2[CH2:27][CH2:28][N:29]([CH2:32][CH2:33][c:34]3[cH:35][cH:36][c:37]([Cl:40])[cH:38][cH:39]3)[CH2:30][CH2:31]2)[cH:41][cH:42]1. Reactants: resultant solution, C(C)OC=1SC=C(N1)C1=CC=C(C=C1)C[C@H](CC(=O)N1C[C@@H](CCC1)C1=NC2=C(N1CCCOC)C=CC=C2)NC(OC(C)(C)C)=O (tert-Butyl (R)-1-(4-(2-ethoxythiazol-4-yl)phenyl)-4-((R)-3-(1-(3-methoxypropyl)-1H-benzo[d]imidazol-2-yl)piperidin-1-yl)-4-oxobutan-2-ylcarbamate), ClCCl (Dichloromethane), FC(C(=O)O)(F)F (trifluoroacetic acid). The solvent is O (water), CC#N (CH3CN), CO (methanol). Product: N[C@@H](CC(=O)N1C[C@@H](CCC1)C1=NC2=C(N1CCCOC)C=CC=C2)CC2=CC=C(C=C2)C=2N=C(SC2)OCC ((R)-3-amino-4-(4-(2-ethoxythiazol-4-yl)phenyl)-1-((R)-3-(1-(3-methoxypropyl)-1H-benzo[d]imidazol-2-yl)piperidin-1-yl)butan-1-one), FC(C(=O)O)(F)F (trifluoroacetic acid). RXN SMILES: [CH2:1]([O:3][C:4]1[S:5][CH:6]=[C:7]([C:9]2[CH:14]=[CH:13][C:12]([CH2:15][C@@H:16]([NH:40]C(=O)OC(C)(C)C)[CH2:17][C:18]([N:20]3[CH2:25][CH2:24][CH2:23][C@@H:22]([C:26]4[N:30]([CH2:31][CH2:32][CH2:33][O:34][CH3:35])[C:29]5[CH:36]=[CH:37][CH:38]=[CH:39][C:28]=5[N:27]=4)[CH2:21]3)=[O:19])=[CH:11][CH:10]=2)[N:8]=1)[CH3:2].ClCCl.[F:51][C:52]([F:57])([F:56])[C:53]([OH:55])=[O:54]>CO.CC#N.O>[NH2:40][C@H:16]([CH2:15][C:12]1[CH:11]=[CH:10][C:9]([C:7]2[N:8]=[C:4]([O:3][CH2:1][CH3:2])[S:5][CH:6]=2)=[CH:14][CH:13]=1)[CH2:17][C:18]([N:20]1[CH2:25][CH2:24][CH2:23][C@@H:22]([C:26]2[N:30]([CH2:31][CH2:32][CH2:33][O:34][CH3:35])[C:29]3[CH:36]=[CH:37][CH:38]=[CH:39][C:28]=3[N:27]=2)[CH2:21]1)=[O:19].[F:51][C:52]([F:57])([F:56])[C:53]([OH:55])=[O:54]. Procedure: tert-Butyl (R)-1-(4-(2-ethoxythiazol-4-yl)phenyl)-4-((R)-3-(1-(3-methoxypropyl)-1H-benzo[d]imidazol-2-yl)piperidin-1-yl)-4-oxobutan-2-ylcarbamate (97B) (0.091 mmol max, crude oil) was added to a 10 mL round-bottomed flask equipped for stirring under nitrogen. Dichloromethane (2 mL) and trifluoroacetic acid (2 mL) were then added and the solution was stirred at room temperature for 2 hrs. The solvent was removed in-vacuo affording a clear colored oil. This oil was re-dissolved in methanol (3 mL),... The reactants are [OH-].[Na+] (NaOH), O (water), [H-].[H-].[H-].[H-].[Li+].[Al+3] (LiAlH4), C(C#C)SC1=C(C(=O)O)C=CC=C1 (2-(2-propynylthio)benzoic acid), O (water). The solvent is O1CCCC1 (tetrahydrofuran). Yields the product C(C#C)SC1=C(CO)C=CC=C1 (2-(2-propynylthio)benzyl alcohol). Yield: 82281.1%. RXN SMILES: [H-].[H-].[H-].[H-].[Li+].[Al+3].[CH2:7]([S:10][C:11]1[CH:19]=[CH:18][CH:17]=[CH:16][C:12]=1[C:13](O)=[O:14])[C:8]#[CH:9].O.[OH-].[Na+]>O1CCCC1>[CH2:7]([S:10][C:11]1[CH:19]=[CH:18][CH:17]=[CH:16][C:12]=1[CH2:13][OH:14])[C:8]#[CH:9] |f:0.1.2.3.4.5,8.9|. Reported procedure: To a slurry of LiAlH4 (6.5 g; 0.17 mmol) in 250 ml of tetrahydrofuran (THF) at 0° C. was added 2-(2-propynylthio)benzoic acid (28.8 g; 0.15 mmol). The reaction mixture was allowed to warm to room temperature. To the reaction mixture was added 6.5 ml of water, then 6.5 ml of 15% NaOH and 13.0 ml of water. The mixture was filtered through diatomaceous earth (Celite,) and concentrated to afford 22 g of the subtitle compound.